From a dataset of the Open Reaction Database (ORD), a public repository of structured organic reaction records. describe an organic reaction: reactants, conditions, products, and yield Starting materials: N=1COC=C2C1C=CS2 (2H-thieno[3,2-d][1,3]oxazine), N(C)CC(=O)O (sarcosine), CS(=O)C (dimethyl sulphoxide), ice water. Run in C(C)(=O)OCC (ethyl acetate). Conditions: temperature 110 celsius, time 1.5 hour. Yields the product CN1CC(NC2=C(C1=O)SC=C2)=O (3,4-dihydro-4-methyl-2H-thieno[3,2-e][1,4]diazepine-2,5(1H)-dione). As a reaction SMILES: [N:1]1[CH2:2][O:3][CH:4]=[C:5]2[S:9][CH:8]=[CH:7][C:6]=12.[NH:10]([CH2:12]C(O)=O)[CH3:11].CS(C)=[O:18]>C(OCC)(=O)C>[CH3:11][N:10]1[C:4](=[O:3])[C:5]2[S:9][CH:8]=[CH:7][C:6]=2[NH:1][C:2](=[O:18])[CH2:12]1. Reported procedure: A mixture of 30.0 g (177 mmol) of 2H-thieno[3,2-d][1,3]oxazine-2,4(1H-dione and 17.3 g (195 mmol) of sarcosine in 100 ml of dimethyl sulphoxide is stirred at 110° C. for 1.5 hours. The dark brown coloured solution is poured into ca 600 ml of ice/water. The separated oil is taken up in ca 200 ml of ethyl acetate and the aqueous phase is evaporated in vacuo until crystallisation begins. The mixture is cooled in an ice-bath for ca 3 hours and the separated material is filtered off under suction and... Reactants: COC=1C=C(C(=O)N2CCN(CC2)C)C=C(C1)[N+](=O)[O-] (1-(3-Methoxy-5-nitrobenzoyl)-4-methylpiperazine). The reagents and catalysts are [Fe] (iron). Solvent: CC(=O)O (AcOH), CCO (EtOH). Yields the product COC=1C=C(N)C=C(C1)C(=O)N1CCN(CC1)C (3-methoxy-5-[(4-methylpiperazin-1-yl)carbonyl]aniline). Yield: 62.3%. RXN SMILES: [CH3:1][O:2][C:3]1[CH:4]=[C:5]([CH:15]=[C:16]([N+:18]([O-])=O)[CH:17]=1)[C:6]([N:8]1[CH2:13][CH2:12][N:11]([CH3:14])[CH2:10][CH2:9]1)=[O:7]>CC(O)=O.CCO.[Fe]>[CH3:1][O:2][C:3]1[CH:17]=[C:16]([CH:15]=[C:5]([C:6]([N:8]2[CH2:9][CH2:10][N:11]([CH3:14])[CH2:12][CH2:13]2)=[O:7])[CH:4]=1)[NH2:18]. Reported procedure: 1-(3-Methoxy-5-nitrobenzoyl)-4-methylpiperazine (900 mg; 3.22 mmol; 1 eq) and iron powder (719.82 mg; 12.89 mmol; 4 eq) are heated for 1 h at 100° C. in a mixture of AcOH (10 mL) and EtOH (10 mL). The reaction mixture is cooled down to room temperature, concentrated under vacuum and basified with aqueous Na2CO3. The product is extracted with EtOAc. The organic phase is dried over MgSO4 and the solvent evaporated under reduced pressure to afford 500 mg (62%) of the title compound as an orange oil... Reactants: Cc1ccc(C(=Cc2ccccc2)COC2CCC(NC(=O)OCc3ccccc3)C2)cc1, ClCCl, O=[O+][O-]. The product is Cc1ccc(C(=O)COC2CCC(NC(=O)OCc3ccccc3)C2)cc1. As a reaction SMILES: [CH2:1]([c:2]1[cH:3][cH:4][cH:5][cH:6][cH:7]1)[O:8][C:9]([NH:10][CH:11]1[CH2:12][CH:13]([O:16][CH2:17][C:18](=[CH:19][c:20]2[cH:21][cH:22][cH:23][cH:24][cH:25]2)[c:26]2[cH:27][cH:28][c:29]([CH3:32])[cH:30][cH:31]2)[CH2:14][CH2:15]1)=[O:33].[Cl:37][CH2:38][Cl:39].[O-:34][O+:35]=[O:36]>>[CH2:1]([c:2]1[cH:3][cH:4][cH:5][cH:6][cH:7]1)[O:8][C:9]([NH:10][CH:11]1[CH2:12][CH:13]([O:16][CH2:17][C:18]([c:26]2[cH:27][cH:28][c:29]([CH3:32])[cH:30][cH:31]2)=[O:34])[CH2:14][CH2:15]1)=[O:33]. Starting materials: O=C([O-])[O-], CC(C)(C)c1ccc(CN)cc1, O=C(Cl)CCl, ClCCl, [K+], [K+], O. Yields the product CC(C)(C)c1ccc(CNC(=O)CCl)cc1. RXN SMILES: [C:13](=[O:14])([O-:15])[O-:16].[C:1]([CH3:2])([CH3:3])([CH3:4])[c:5]1[cH:6][cH:7][c:8]([CH2:9][NH2:10])[cH:11][cH:12]1.[Cl:19][CH2:20][C:21](=[O:22])[Cl:23].[Cl:25][CH2:26][Cl:27].[K+:17].[K+:18].[OH2:24]>>[C:1]([CH3:2])([CH3:3])([CH3:4])[c:5]1[cH:6][cH:7][c:8]([CH2:9][NH:10][C:21]([CH2:20][Cl:19])=[O:22])[cH:11][cH:12]1. The yield is 24.4%. Reactants: CN1CCN(CC1)C1=NC(=C(N=C1)N)N1CCC(CC1)C (4-methyl-6′-(4-methyl-piperidin-1-yl)-3,4,5,6-tetrahydro-2H-[1,2′]bipyrazinyl-5′-ylamine), C(#N)C1=CC=C(O1)C(=O)Cl (5-cyano-furan-2-carbonyl chloride), CCN(C(C)C)C(C)C (DIEA). Procedure: Using a procedure similar to Example 23, step (a) 4-methyl-6′-(4-methyl-piperidin-1-yl)-5′-nitro-3,4,5,6-tetrahydro-2H-[1,2′]bipyrazinyl (37 mg, 0.11 mmol) was stirred with 20 mg 5% Pd—C in 5 mL MeOH under H2 to afford 32 mg (100%) of the title compound as an oil, which was used immediately without further purification. Using a procedure similar to Example 4, step (c), 4-methyl-6′-(4-methyl-piperidin-1-yl)-3,4,5,6-tetrahydro-2H-[1,2′]bipyrazinyl-5′-ylamine (32 mg, 0.10 mmol)) was allowed to reac... RXN SMILES: [CH3:1][N:2]1[CH2:7][CH2:6][N:5]([C:8]2[CH:13]=[N:12][C:11]([NH2:14])=[C:10]([N:15]3[CH2:20][CH2:19][CH:18]([CH3:21])[CH2:17][CH2:16]3)[N:9]=2)[CH2:4][CH2:3]1.[C:22]([C:24]1[O:28][C:27]([C:29](Cl)=[O:30])=[CH:26][CH:25]=1)#[N:23].CCN(C(C)C)C(C)C>>[CH3:1][N:2]1[CH2:3][CH2:4][N:5]([C:8]2[CH:13]=[N:12][C:11]([NH:14][C:29]([C:27]3[O:28][C:24]([C:22]#[N:23])=[CH:25][CH:26]=3)=[O:30])=[C:10]([N:15]3[CH2:16][CH2:17][CH:18]([CH3:21])[CH2:19][CH2:20]3)[N:9]=2)[CH2:6][CH2:7]1. The product is CN1CCN(CC1)C1=NC(=C(N=C1)NC(=O)C=1OC(=CC1)C#N)N1CCC(CC1)C (5-Cyano-furan-2-carboxylic acid [4-methyl-6′-(4-methyl-piperidin-1-yl)-3,4,5,6-tetrahydro-2H-[1,2′]-bipyrazinyl-5′-yl]-amide). The reactants are OC(CNC(C1=C(C=C(C(=C1)Cl)[N+](=O)[O-])[N+](=O)[O-])=O)CO (N-(2,3-dihydroxypropyl)-5-chloro-2,4-dinitrobenzamide), N1CC1 (aziridine). Solvent: CCOC(=O)C (EtOAc). The product is OC(CNC(C1=C(C=C(C(=C1)N1CC1)[N+](=O)[O-])[N+](=O)[O-])=O)CO (N-(2,3-dihydroxypropyl)-5-(aziridin-1-yl)-2,4-dinitrobenzamide). The yield is 84.5%. As a reaction SMILES: [OH:1][CH:2]([CH2:20][OH:21])[CH2:3][NH:4][C:5](=[O:19])[C:6]1[CH:11]=[C:10](Cl)[C:9]([N+:13]([O-:15])=[O:14])=[CH:8][C:7]=1[N+:16]([O-:18])=[O:17].[NH:22]1[CH2:24][CH2:23]1>CCOC(C)=O>[OH:1][CH:2]([CH2:20][OH:21])[CH2:3][NH:4][C:5](=[O:19])[C:6]1[CH:11]=[C:10]([N:22]2[CH2:24][CH2:23]2)[C:9]([N+:13]([O-:15])=[O:14])=[CH:8][C:7]=1[N+:16]([O-:18])=[O:17]. Reported procedure: A solution of N-(2,3-dihydroxypropyl)-5-chloro-2,4-dinitrobenzamide (Friedlos et al., J. Med. Chem., 1997, 40, 1270-1275) (0.50 g, 1.56 mmol) and aziridine (1.00 g, 0.023 mol) in EtOAc (100 mL) was stirred at room temperature for 18 h. After washing with water the solution was worked up to give 2 (0.43 g, 84%): mp (EtOAc/petroleum ether) 145-147° C., 1H NMR [(CD3)2SO] δ8.74 (t, J=5.7 Hz, 1H, NH), 8.64 (s, 1H, H-3), 7.43 (s, 1H, H-6), 4.85 (d, J=4 9 Hz, 1H, OH), 4.58 (t, J=5 7 Hz, 1H, OH), 3 62 (...